From a dataset of the Open Reaction Database (ORD), a public repository of structured organic reaction records. describe an organic reaction: reactants, conditions, products, and yield Starting materials: NC=1C2=C(N=CN1)N(C(=C2C#N)Br)[C@H]2[C@H](OC(C)=O)[C@@H]([C@H](O2)COC(C2=CC=CC=C2)=O)C (4-Amino-6-bromo-7-(2-O-acetyl-5-O-benzoyl-3-deoxy-3-methyl-β-D-ribofuranosyl)-7H-pyrrolo[2,3-d]pyrimidin-5-carbonitrile), C(=O)[O-].[NH4+] (ammonium formate). Reagents/catalysts: [Pd] (palladium on activated carbon). Solvent: CCO (EtOH). Yields the product NC=1C2=C(N=CN1)N(C=C2C#N)[C@H]2[C@H](OC(C)=O)[C@@H]([C@H](O2)COC(C2=CC=CC=C2)=O)C (4-Amino-7-(2-O-acetyl-5-O-benzoyl-3-deoxy-3-methyl-β-D-ribofuranosyl)-7H-pyrrolo[2,3-d]pyrimidin-5-carbonitrile). Isolated yield 68.9%. Reaction SMILES: [NH2:1][C:2]1[C:3]2[C:10]([C:11]#[N:12])=[C:9](Br)[N:8]([C@@H:14]3[O:22][C@H:21]([CH2:23][O:24][C:25](=[O:32])[C:26]4[CH:31]=[CH:30][CH:29]=[CH:28][CH:27]=4)[C@@H:20]([CH3:33])[C@H:15]3[O:16][C:17](=[O:19])[CH3:18])[C:4]=2[N:5]=[CH:6][N:7]=1.C([O-])=O.[NH4+]>CCO.[Pd]>[NH2:1][C:2]1[C:3]2[C:10]([C:11]#[N:12])=[CH:9][N:8]([C@@H:14]3[O:22][C@H:21]([CH2:23][O:24][C:25](=[O:32])[C:26]4[CH:27]=[CH:28][CH:29]=[CH:30][CH:31]=4)[C@@H:20]([CH3:33])[C@H:15]3[O:16][C:17](=[O:19])[CH3:18])[C:4]=2[N:5]=[CH:6][N:7]=1 |f:1.2|. Reported procedure: To a suspension of the title compound from Step A (183 mg, 0.35 mmol) in EtOH (9 mL) were added ammonium formate (0.23 g, 3.6 mmol) and 10% palladium on activated carbon (20 mg) and the mixture was heated at reflux for 1.5 h. The hot reaction mixture was filtered through Celite and washed with hot EtOH. The solvent was removed and the residue treated with MeOH. The pale yellow solid was filtered thus yielding 105 mg of pure title compound. The filtrate was evaporated and purified on a silica gel... Starting materials: CC1=NN(C(=N1)C)C1=CC(=NC(=C1)C=C)C (4-(3,5-dimethyl-1H-1,2,4-triazol-1-yl)-2-methyl-6-vinylpyridine), [N+](=[N-])=CC(=O)OCC (ethyl diazoacetate). The solvent is C1(=CC=CC=C1)C (toluene), C1(=CC=CC=C1)C (toluene). The product is CC1=NN(C(=N1)C)C1=CC(=NC(=C1)C)[C@H]1[C@@H](C1)C(=O)OCC (ethyl trans-2-(4-(3,5-dimethyl-1H-1,2,4-triazol-1-yl)-6-methylpyridin-2-yl)cyclopropanecarboxylate). Reaction SMILES: [CH3:1][C:2]1[N:6]=[C:5]([CH3:7])[N:4]([C:8]2[CH:13]=[C:12]([CH:14]=[CH2:15])[N:11]=[C:10]([CH3:16])[CH:9]=2)[N:3]=1.[N+](=[CH:19][C:20]([O:22][CH2:23][CH3:24])=[O:21])=[N-]>C1(C)C=CC=CC=1>[CH3:1][C:2]1[N:6]=[C:5]([CH3:7])[N:4]([C:8]2[CH:9]=[C:10]([CH3:16])[N:11]=[C:12]([C@@H:14]3[CH2:15][C@H:19]3[C:20]([O:22][CH2:23][CH3:24])=[O:21])[CH:13]=2)[N:3]=1. Reported procedure: To a solution of 4-(3,5-dimethyl-1H-1,2,4-triazol-1-yl)-2-methyl-6-vinylpyridine (24-4, 620 mg, 2.69 mmol) in toluene (12 mL) was added at reflux a solution of ethyl diazoacetate (614 mg, 5.38 mmol) in toluene (2 mL) in three portions over 10 minutes. The reaction mixture was refluxed for 2 hours, cooled to room temperature, and concentrated. The residue was purified by silica gel column chromatography (0-90% ethyl acetate in hexanes) to afford ethyl trans-2-(4-(3,5-dimethyl-1H-1,2,4-triazol-1-y...